This data is from the Open Reaction Database (ORD), a public repository of structured organic reaction records. The task is: describe an organic reaction: reactants, conditions, products, and yield Starting materials: Cl.NC1=CC=C(C=C1)N(C(C)C)CC (N-(4-aminophenyl)-N-ethyl-N-isopropylamine hydrochloride), Br.C(C)N1CCOC2=C1C=C(C=C2)O (4-ethyl-3,4-dihydro-2H-1,4-benzoxazin-6-ol hydrobromide), OO (hydrogen peroxide). Run in O (water), N (ammonia), O (water), N (ammonia), CC(=O)C (acetone), C(C)(=O)OCC (ethyl acetate). Run at time 30 minute. Product: C(C)N(C1=CC=C(C=C1)NC=1C(C=C(C(C1)=O)N(CC)CCO)=O)C(C)C (2-[4-(ethylisopropylamino)phenylamino)-5-[(2-hydroxyethyl)ethylamino][1,4]benzoquinone). Reaction SMILES: Cl.[NH2:2][C:3]1[CH:8]=[CH:7][C:6]([N:9]([CH2:13][CH3:14])[CH:10]([CH3:12])[CH3:11])=[CH:5][CH:4]=1.Br.[CH2:16]([N:18]1[C:23]2[CH:24]=[C:25]([OH:28])[CH:26]=[CH:27][C:22]=2[O:21][CH2:20][CH2:19]1)[CH3:17].[OH:29]O>O.N.CC(C)=O.C(OCC)(=O)C>[CH2:13]([N:9]([CH:10]([CH3:11])[CH3:12])[C:6]1[CH:5]=[CH:4][C:3]([NH:2][C:26]2[C:25](=[O:28])[CH:24]=[C:23]([N:18]([CH2:19][CH2:20][OH:29])[CH2:16][CH3:17])[C:22](=[O:21])[CH:27]=2)=[CH:8][CH:7]=1)[CH3:14] |f:0.1,2.3|. Reported procedure: To a solution of 1.10 g (0.005 mol) of N-(4-aminophenyl)-N-ethyl-N-isopropylamine hydrochloride in 5 ml of water and 3 ml of 20% aqueous ammonia is added a solution of 1.30 g (0.005 mol) of 4-ethyl-3,4-dihydro-2H-1,4-benzoxazin-6-ol hydrobromide in 3 ml of water, 1 ml of 20% aqueous ammonia and 15 ml of acetone. 17 ml of aqueous hydrogen peroxide solution are added and the mixture is stirred at room temperature for 3 hours 30 minutes. An oil forms. After 12 hours at 6° C., the oil forms a gum. T... Reactants: BrC1=CC(=C(C=C1)CO[Si](C)(C)C(C)(C)C)OC(F)(F)F (4-bromo-1-(tert-butyldimethylsilyloxymethyl)-2-trifluoromethoxy-benzene), C(CCC)[Li] (n-butyllithium), solution, COB(OC)OC (trimethylborate), C(C)(=O)O (acetic acid), OO (hydrogen peroxide), solution. The solvent is C1CCOC1 (THF), hexanes, O (water). Conditions: temperature -78 celsius, time 30 minute. Yields the product OC1=CC(=C(C=C1)CO[Si](C)(C)C(C)(C)C)OC(F)(F)F (4-hydroxy-1-(tert-butyldimethylsilyloxymethyl)-2-trifluoromethoxy-benzene). Reaction SMILES: Br[C:2]1[CH:7]=[CH:6][C:5]([CH2:8][O:9][Si:10]([C:13]([CH3:16])([CH3:15])[CH3:14])([CH3:12])[CH3:11])=[C:4]([O:17][C:18]([F:21])([F:20])[F:19])[CH:3]=1.C([Li])CCC.C[O:28]B(OC)OC.C(O)(=O)C.OO>C1COCC1.O>[OH:28][C:2]1[CH:7]=[CH:6][C:5]([CH2:8][O:9][Si:10]([C:13]([CH3:16])([CH3:15])[CH3:14])([CH3:12])[CH3:11])=[C:4]([O:17][C:18]([F:21])([F:20])[F:19])[CH:3]=1. Procedure: To a stirred solution of 4-bromo-1-(tert-butyldimethylsilyloxymethyl)-2-trifluoromethoxybenzene (5.5 g, 15 mmol) from Step 3 above in THF (100 mL) at -78° C. was added n-butyllithium (6.6 mL of a 2.5 M solution in hexanes, 16.5 mmol) dropwise over a period of 10 min. The resulting pale yellow solution was stirred at -78° C. for 30 min and trimethylborate (1.75 g, 17 mmol) was added. The resulting solution was stirred at -78° C. for 5 min and then warmed to ambient temperature for 45 min. To the ... Starting materials: O=C([O-])C(=O)[O-], ClCCNCCc1ccccc1, CCC1C(=O)CCc2ccc(OC)cc21, [H-], [Na+], c1ccccc1. Product: O=C(O)C(=O)O, CCC1(CCNCCc2ccccc2)C(=O)CCc2ccc(OC)cc21. As a reaction SMILES: [C:30]([C:31](=[O:32])[O-:33])(=[O:34])[O-:35].[CH2:18]([c:19]1[cH:20][cH:21][cH:22][cH:23][cH:24]1)[CH2:25][NH:26][CH2:27][CH2:28][Cl:29].[CH3:1][O:2][c:3]1[cH:4][cH:5][c:6]2[c:11]([cH:12]1)[CH:10]([CH2:13][CH3:14])[C:9](=[O:15])[CH2:8][CH2:7]2.[H-:16].[Na+:17].[cH:36]1[cH:37][cH:38][cH:39][cH:40][cH:41]1>>[C:30]([C:31](=[O:32])[OH:33])(=[O:34])[OH:35].[CH3:1][O:2][c:3]1[cH:4][cH:5][c:6]2[c:11]([cH:12]1)[C:10]([CH2:13][CH3:14])([CH2:28][CH2:27][NH:26][CH2:25][CH2:18][c:19]1[cH:20][cH:21][cH:22][cH:23][cH:24]1)[C:9](=[O:15])[CH2:8][CH2:7]2. Starting materials: FC=1C=C(C=CC1)C(C(=O)OC)N1CCCCC1 (Methyl 2-(3-fluorophenyl)-2-(piperidin-1-yl)acetate), Cl (HCl). The solvent is O1CCOCC1 (dioxane). Conditions: temperature 100 celsius, time 6 hour. Yields the product Cl.FC=1C=C(C=CC1)C(C(=O)O)N1CCCCC1 (2-(3-fluorophenyl)-2-(piperidin-1-yl)acetic acid hydrochloride). The yield is 94.4%. As a reaction SMILES: [F:1][C:2]1[CH:3]=[C:4]([CH:8]([N:13]2[CH2:18][CH2:17][CH2:16][CH2:15][CH2:14]2)[C:9]([O:11]C)=[O:10])[CH:5]=[CH:6][CH:7]=1.[ClH:19]>O1CCOCC1>[ClH:19].[F:1][C:2]1[CH:3]=[C:4]([CH:8]([N:13]2[CH2:18][CH2:17][CH2:16][CH2:15][CH2:14]2)[C:9]([OH:11])=[O:10])[CH:5]=[CH:6][CH:7]=1 |f:3.4|. Reported procedure: Methyl 2-(3-fluorophenyl)-2-(piperidin-1-yl)acetate (224 mg, 0.89 mmol) and 37% HCl (813 μl, 26.7 mmol) were dissolved in dioxane (3 ml) and stirred under microwave irradiation at 100° C. for 6 hours. The solvents were evaporated and the residue was triturated with Et2O and sonicated. The solid was collected by suction filtration, washed with Et2O and dried under vacuum overnight to collect 2-(3-fluorophenyl)-2-(piperidin-1-yl)acetic acid hydrochloride (230 mg, 94% yield). Reactants: ClCCl, CC(C)(C)OC(=O)CC1CC(COc2ccc(-c3ccc(C(=N)NC(=O)OCc4ccccc4)cc3)cc2)NC1=O, O=C(O)C(F)(F)F. The product is N=C(NC(=O)OCc1ccccc1)c1ccc(-c2ccc(OCC3CC(CC(=O)O)C(=O)N3)cc2)cc1. RXN SMILES: [CH2:49]([Cl:50])[Cl:51].[CH2:8]([c:9]1[cH:10][cH:11][cH:12][cH:13][cH:14]1)[O:15][C:16](=[O:17])[NH:18][C:19](=[NH:20])[c:21]1[cH:22][cH:23][c:24](-[c:27]2[cH:28][cH:29][c:30]([O:33][CH2:34][CH:35]3[CH2:36][CH:37]([CH2:41][C:42](=[O:43])[O:44][C:45]([CH3:46])([CH3:47])[CH3:48])[C:38](=[O:40])[NH:39]3)[cH:31][cH:32]2)[cH:25][cH:26]1.[OH:1][C:2]([C:3]([F:4])([F:5])[F:6])=[O:7]>>[CH2:8]([c:9]1[cH:10][cH:11][cH:12][cH:13][cH:14]1)[O:15][C:16](=[O:17])[NH:18][C:19](=[NH:20])[c:21]1[cH:22][cH:23][c:24](-[c:27]2[cH:28][cH:29][c:30]([O:33][CH2:34][CH:35]3[CH2:36][CH:37]([CH2:41][C:42](=[O:43])[OH:44])[C:38](=[O:40])[NH:39]3)[cH:31][cH:32]2)[cH:25][cH:26]1. The reactants are OC=1C=CC(=NC1)C=C1C(NC(C(N1)=O)=CCC1=CC=CC=C1)=O (3-[(5-hydroxypyrid-in-2-yl)methylidene]-6-(benzylmethylidene)piperazine-2,5-dione), [NH4+].[Cl-] (NH4Cl). The reagents and catalysts are [Zn] (zinc). Run in CN(C)C=O (DMF). Run at time 2 hour. Product: C(C1=CC=CC=C1)C1C(N\C(\C(N1)=O)=C/C1=NC=C(C=C1)O)=O ((Z)-3-benzyl-6-((5-hydroxypyridin-2-yl)methylene)piperazine-2,5-dione). The yield is 78.0%. Reaction SMILES: [OH:1][C:2]1[CH:3]=[CH:4][C:5]([CH:8]=[C:9]2[NH:14][C:13](=[O:15])[C:12](=[CH:16][CH2:17][C:18]3[CH:23]=[CH:22][CH:21]=[CH:20]C=3)[NH:11][C:10]2=[O:24])=[N:6][CH:7]=1.[NH4+].[Cl-]>CN(C=O)C.[Zn]>[CH2:16]([CH:12]1[NH:11][C:10](=[O:24])/[C:9](=[CH:8]/[C:5]2[CH:4]=[CH:3][C:2]([OH:1])=[CH:7][N:6]=2)/[NH:14][C:13]1=[O:15])[C:17]1[CH:18]=[CH:23][CH:22]=[CH:21][CH:20]=1 |f:1.2|. Procedure: Compound C in Example 1 was added to a solution of NH4Cl (10 eq, 0.3 M) in DMF with zinc powder (10 eq). The reaction was stirred in an ice bath for 2 hr. After the reaction was complete, the reaction mixture was filtered. The filtrate was collected and water (2× to DMF) was added. The solid precipitate was collected. The collected solids were combined, washed with water, and dried to give a white powder (yield: 78%). mp. 251-252° C. 1H-NMR (400 MHz, DMSO-d6) δ 3.04 (dd, J=4.0, 11.2 Hz, 1H), 3.1... The reactants are ClC1=CC(=C(CN2N=C(C3=CC(=CC=C23)\C=C/2\C(NC(S2)=O)=O)C)C=C1)C(F)(F)F ((5Z)-5-({1-[4-chloro-2-(trifluoromethyl)-benzyl]-3-methyl-1H-indazol-5-yl}methylidene)-2,4-dioxo-1,3-thiazolidine), C(C)(C)(C)OC(=O)N1C[C@H]([C@H](CC1)O)F ((cis)-3-fluoro-4-hydroxypiperidine-1-carboxylic acid tert-butyl ester). Yields the product C(C)(C)(C)OC(=O)N1C[C@H]([C@@H](CC1)N1C(SC(C1=O)=CC=1C=C2C(=NN(C2=CC1)CC1=C(C=C(C=C1)Cl)C(F)(F)F)C)=O)F (4-{5-[1-(4-Chloro-2-trifluoromethylbenzyl)-3-methyl-1H-indazol-5-ylmethylene]-2,4-dioxothiazolidin-3-yl}-(trans)-3-fluoropiperidine-1-carboxylic acid tert-butyl ester). As a reaction SMILES: [Cl:1][C:2]1[CH:26]=[CH:25][C:5]([CH2:6][N:7]2[C:15]3[C:10](=[CH:11][C:12](/[CH:16]=[C:17]4/[C:18](=[O:23])[NH:19][C:20](=[O:22])[S:21]/4)=[CH:13][CH:14]=3)[C:9]([CH3:24])=[N:8]2)=[C:4]([C:27]([F:30])([F:29])[F:28])[CH:3]=1.[C:31]([O:35][C:36]([N:38]1[CH2:43][CH2:42][C@H:41](O)[C@H:40]([F:45])[CH2:39]1)=[O:37])([CH3:34])([CH3:33])[CH3:32]>>[C:31]([O:35][C:36]([N:38]1[CH2:43][CH2:42][C@@H:41]([N:19]2[C:18](=[O:23])[C:17](=[CH:16][C:12]3[CH:11]=[C:10]4[C:15](=[CH:14][CH:13]=3)[N:7]([CH2:6][C:5]3[CH:25]=[CH:26][C:2]([Cl:1])=[CH:3][C:4]=3[C:27]([F:28])([F:30])[F:29])[N:8]=[C:9]4[CH3:24])[S:21][C:20]2=[O:22])[C@H:40]([F:45])[CH2:39]1)=[O:37])([CH3:34])([CH3:32])[CH3:33]. Procedure details: 4-{5-[1-(4-Chloro-2-trifluoromethylbenzyl)-3-methyl-1H-indazol-5-ylmethylene]-2,4-dioxothiazolidin-3-yl}-(trans)-3-fluoropiperidine-1-carboxylic acid tert-butyl ester was prepared from [(5Z)-5-({1-[4-chloro-2-(trifluoromethyl)-benzyl]-3-methyl-1H-indazol-5-yl}methylidene)-2,4-dioxo-1,3-thiazolidine (from Example 36) and (cis)-3-fluoro-4-hydroxypiperidine-1-carboxylic acid tert-butyl ester (prepared as described in U.S. Pat. Pub. No. 2007/0249589) following General Procedure J.